This data is from the Open Reaction Database (ORD), a public repository of structured organic reaction records. The task is: describe an organic reaction: reactants, conditions, products, and yield Starting materials: three, [N-]=[N+]=[N-].[Na+] (sodium azide), FCC1CC(N(C1)[C@H](C(=O)N)CC)=O ((2S)-2-[4-(fluoromethyl)-2-oxo-1-pyrrolidinyl]butanamide), O=C1N(CC(C1)CN1N=NN=C1)[C@H](C(=O)N)CC ((2S)-2-[-2-oxo-4-(1H-tetrazol-1-ylmethyl)-1-pyrrolidinyl]butanamide), O=C1N(CC(C1)CN1N=NN=C1)[C@H](C(=O)N)CC ((2S)-2-[2-oxo-4-(1H-tetrazol -1-ylmethyl)-1-pyrrolidinyl]butanamide), O=C(C(=O)N)CCN1C(CCC1)CN1N=CN=C1 (2-oxo-4-(1H-1,2,4-triazol-1-ylmethyl -pyrrolidinyl]butanamide), O=C1N(CC(C1)CN1N=NC=C1)C(C(=O)N)CC (2-[2-oxo-4-(1H-1,2,3-triazol-1-ylmethyl)-1-pyrrolidinyl]butanamide), C(C)(C)SCC1CC(N(C1)[C@H](C(=O)N)CC)=O ((2S)-2-{4-[(isopropylsulfanyl)methyl]-2-oxo-1-pyrrolidinyl}butanamide), C(CCC)(=O)N (butanamide), O=C1N(CC(C1)CN1CCSCC1)[C@H](C(=O)N)CC ((2S)-2-[2-oxo-4-(4-thiomorpholinylmethyl)-1-pyrrolidinyl]butanamide), alcohol, tosylates, mesylates, CS(=O)(=O)OCC1CN(C(C1)=O)[C@@H](CC)C(=O)N ({1-[(1S)-1-(aminocarbonyl)propyl]-5-oxo-3-pyrrolidinyl}methyl Methanesulfonate), [N-]=[N+]=[N-].[Na+] (sodium azide), halides. Solvent: C(C)#N (acetonitrile), C(C)#N (acetonitrile). Run at temperature 10 celsius, time 8 hour. Product: N(=[N+]=[N-])CC1CC(N(C1)[C@H](C(=O)N)CC)=O ((2S)-2-[4-(azidomethyl)-2-oxo-1-pyrrolidinyl]butanamide). RXN SMILES: CS(O[CH2:6][CH:7]1[CH2:11][C:10](=[O:12])[N:9]([C@H:13]([C:16]([NH2:18])=[O:17])[CH2:14][CH3:15])[CH2:8]1)(=O)=O.[N-:19]=[N+:20]=[N-:21].[Na+].FCC1CN([C@@H](CC)C(N)=O)C(=O)C1.O=C1CC(CN2C=NN=N2)CN1[C@@H](CC)C(N)=O.O=C(CCN1CCCC1CN1C=NC=N1)C(N)=O.O=C1CC(CN2C=CN=N2)CN1C(CC)C(N)=O.C(SCC1CN([C@@H](CC)C(N)=O)C(=O)C1)(C)C.C(N)(=O)CCC.O=C1CC(CN2CCSCC2)CN1[C@@H](CC)C(N)=O>C(#N)C>[N:19]([CH2:6][CH:7]1[CH2:8][N:9]([C@@H:13]([CH2:14][CH3:15])[C:16]([NH2:18])=[O:17])[C:10](=[O:12])[CH2:11]1)=[N+:20]=[N-:21] |f:1.2|. Procedure details: In a 3 l three necked flask fitted with mechanical stirrer and reflux condenser, under inert atmosphere, 89.7 g (322 mmoles, 1 eq) of {1-[(1S)-1-(aminocarbonyl)propyl]-5-oxo-3-pyrrolidinyl}methyl methanesulfonate 37 are dissolved in 300 ml of acetonitrile. 27.3 g (419 mmoles, 1.3 eq) of sodium azide are added in one portion, with 150 ml of acetonitrile. The mixture is brought to reflux in 20 min, and stirred overnight. 3.1 g (48 mmoles, 0.2 eq) of sodium azide are added and reflux continued for ...